Dataset: the Open Reaction Database (ORD), a public repository of structured organic reaction records. Task: describe an organic reaction: reactants, conditions, products, and yield The reactants are O (water), C([O-])([O-])=O.[K+].[K+] (potassium carbonate), COC1=NC(=NC(=C1)OC)S(=O)(=O)C (4,6-dimethoxy-2-methylsulfonylpyrimidine), N(=[N+]=[N-])C(C(C(=O)OC)O)(C)C1=CC=CC=C1 (methyl 3-azido-3-phenyl-2-hydroxybutyrate). The solvent is CN(C)C=O (DMF). Reaction conditions: temperature 50 celsius, time 12 hour. The product is N(=[N+]=[N-])C(C(C(=O)OC)OC1=NC(=CC(=N1)OC)OC)(C)C1=CC=CC=C1 (Methyl 3-azido-3-phenyl-2-(4,6-dimethoxypyrimidin-2-yl)oxybutyrate). Yield: 67.5%. As a reaction SMILES: [N:1]([C:4]([C:12]1[CH:17]=[CH:16][CH:15]=[CH:14][CH:13]=1)([CH3:11])[CH:5]([OH:10])[C:6]([O:8][CH3:9])=[O:7])=[N+:2]=[N-:3].C(=O)([O-])[O-].[K+].[K+].[CH3:24][O:25][C:26]1[CH:31]=[C:30]([O:32][CH3:33])[N:29]=[C:28](S(C)(=O)=O)[N:27]=1.O>CN(C=O)C>[N:1]([C:4]([C:12]1[CH:17]=[CH:16][CH:15]=[CH:14][CH:13]=1)([CH3:11])[CH:5]([O:10][C:28]1[N:29]=[C:30]([O:32][CH3:33])[CH:31]=[C:26]([O:25][CH3:24])[N:27]=1)[C:6]([O:8][CH3:9])=[O:7])=[N+:2]=[N-:3] |f:1.2.3|. Procedure details: 5.9 g (25 mmol) of methyl 3-azido-3-phenyl-2-hydroxybutyrate (Ex. 1) are dissolved in 80 ml of DMF, treated with 1.7 g (12.5 mmol) of potassium carbonate and 5.5 g (25 mmol) of 4,6-dimethoxy-2-methylsulfonylpyrimidine, and stirred for 6 hours at 50° C. and 12 hours at room temperature. The mixture is then poured onto 400 ml of water, and the precipitate formed is filtered off with suction, washed with water and dried. 6.3 g of a white powder are obtained. The reactants are CC(C)(C)OC(=O)N1CCN(Cc2cnc(F)c(B(O)O)c2)CC1, CC(=O)[O-], COc1ccc(CN(Cc2ccc(OC)cc2)c2nc(C)nc(Cl)n2)cc1, Cc1nc(Cl)c2ncn(C3CCCCO3)c2n1, [K+], C1COCCO1, O. Product: COc1ccc(CN(Cc2ccc(OC)cc2)c2nc(C)nc(-c3cc(CN4CCN(C(=O)OC(C)(C)C)CC4)cnc3F)n2)cc1. RXN SMILES: [C:28]([CH3:29])([CH3:30])([CH3:31])[O:32][C:33](=[O:34])[N:35]1[CH2:36][CH2:37][N:38]([CH2:41][c:42]2[cH:43][c:44]([B:49]([OH:50])[OH:51])[c:45]([F:48])[n:46][cH:47]2)[CH2:39][CH2:40]1.[CH3:53][C:54](=[O:55])[O-:56].[Cl:1][c:2]1[n:3][c:4]([N:9]([CH2:10][c:11]2[cH:12][cH:13][c:14]([O:17][CH3:18])[cH:15][cH:16]2)[CH2:19][c:20]2[cH:21][cH:22][c:23]([O:26][CH3:27])[cH:24][cH:25]2)[n:5][c:6]([CH3:8])[n:7]1.[Cl:64][c:65]1[n:66][c:67]([CH3:68])[n:69][c:70]2[c:71]1[n:72][cH:73][n:74]2[CH:75]1[CH2:76][CH2:77][CH2:78][CH2:79][O:80]1.[K+:52].[O:57]1[CH2:58][CH2:59][O:60][CH2:61][CH2:62]1.[OH2:63]>>[c:2]1(-[c:44]2[cH:43][c:42]([CH2:41][N:38]3[CH2:37][CH2:36][N:35]([C:33]([O:32][C:28]([CH3:29])([CH3:30])[CH3:31])=[O:34])[CH2:40][CH2:39]3)[cH:47][n:46][c:45]2[F:48])[n:3][c:4]([N:9]([CH2:10][c:11]2[cH:12][cH:13][c:14]([O:17][CH3:18])[cH:15][cH:16]2)[CH2:19][c:20]2[cH:21][cH:22][c:23]([O:26][CH3:27])[cH:24][cH:25]2)[n:5][c:6]([CH3:8])[n:7]1. Reactants: BrC(=C)COCCCCCC (2-bromo-3-hexyloxypropene), N,N′-dibenzyl-ethane 1,2-bis-(diethylammonium bromide), [OH-].[K+] (potassium hydroxide), C(Br)(Br)Br (bromoform). The solvent is C(Cl)Cl (methylene chloride). Conditions: time 2 day. The product is BrC1(C(C1)(COCCCCCC)Br)Br (1,1,2-tribromo-2-(hexyloxymethyl)cyclopropane). The yield is 12.9%. RXN SMILES: [Br:1][C:2]([CH2:4][O:5][CH2:6][CH2:7][CH2:8][CH2:9][CH2:10][CH3:11])=[CH2:3].[OH-].[K+].[CH:14]([Br:17])(Br)[Br:15]>C(Cl)Cl>[Br:15][C:14]1([Br:17])[CH2:3][C:2]1([Br:1])[CH2:4][O:5][CH2:6][CH2:7][CH2:8][CH2:9][CH2:10][CH3:11] |f:1.2|. Procedure: A mixture of 5.9 g of 2-bromo-3-hexyloxypropene(26.7 mmol), 2.05 g of N,N′-dibenzyl-ethane-1,2-bis-(diethylammonium bromide), 10.5 g of 45% potassium hydroxide (84 mmol), 23.3 g of bromoform (92 mmol) and 70 g of methylene chloride were rapidly stirred at room temperature for two days. When the reaction stalled, the reaction mixture was transferred to a separatory funnel and washed with water. The methylene chloride phase was transferred to a flask and treated with the same amount of the phase t... Reactants: C(C(C)(C)C)(=O)OC[C@@H](OC(C)(C)C)C=1C(=C2C=CC(=NC2=CC1C)CN(C)C)Br ((S)-2-(5-bromo-2-((dimethylamino)methyl)-7-methylquinolin-6-yl)-2-tert-butoxyethyl pivalate), C(C)(C)(C)O[C@H](COC(C(C)(C)C)=O)C=1C(=C2C=CC(=[N+](C2=CC1C)[O-])C)C1=CC=C(C=C1)Cl ((S)-6-(1-tert-butoxy-2-(pivaloyloxy)ethyl)-5-(4-chlorophenyl)-2,7-dimethylquinoline 1-oxide), N1CCCCC1 (piperidine). Product: C(C(C)(C)C)(=O)OC[C@H](C=1C(=C2C=CC(=NC2=CC1C)CN1CCCCC1)C1=CC=C(C=C1)Cl)OC(C)(C)C ((S)-2-tert-Butoxy-2-(5-(4-chlorophenyl)-7-methyl-2-(piperidin-1-ylmethyl)quinolin-6-yl)ethyl pivalate). Reaction SMILES: C(OC[C@H](C1C(Br)=[C:17]2[C:22](=CC=1C)[N:21]=[C:20](CN(C)C)[CH:19]=[CH:18]2)OC(C)(C)C)(=O)C(C)(C)C.[C:31]([O:35][C@@H:36]([C:45]1[C:46]([C:58]2[CH:63]=[CH:62][C:61]([Cl:64])=[CH:60][CH:59]=2)=[C:47]2[C:52](=[CH:53][C:54]=1[CH3:55])[N+:51]([O-])=[C:50]([CH3:57])[CH:49]=[CH:48]2)[CH2:37][O:38][C:39](=[O:44])[C:40]([CH3:43])([CH3:42])[CH3:41])([CH3:34])([CH3:33])[CH3:32].N1CCCCC1>>[C:39]([O:38][CH2:37][C@@H:36]([O:35][C:31]([CH3:34])([CH3:33])[CH3:32])[C:45]1[C:46]([C:58]2[CH:63]=[CH:62][C:61]([Cl:64])=[CH:60][CH:59]=2)=[C:47]2[C:52](=[CH:53][C:54]=1[CH3:55])[N:51]=[C:50]([CH2:57][N:21]1[CH2:22][CH2:17][CH2:18][CH2:19][CH2:20]1)[CH:49]=[CH:48]2)(=[O:44])[C:40]([CH3:43])([CH3:42])[CH3:41]. Reported procedure: (S)-2-tert-Butoxy-2-(5-(4-chlorophenyl)-7-methyl-2-(piperidin-1-ylmethyl)quinolin-6-yl)ethyl pivalate was prepared following the procedure used to prepare compound (S)-2-(5-bromo-2-((dimethylamino)methyl)-7-methylquinolin-6-yl)-2-tert-butoxyethyl pivalate of Example 9, except that (S)-6-(1-tert-butoxy-2-(pivaloyloxy)ethyl)-5-(4-chlorophenyl)-2,7-dimethylquinoline 1-oxide was used instead of (S)-5-bromo-6-(1-tert-butoxy-2-(pivaloyloxy)ethyl)-2,7-dimethylquinoline 1-oxide, and piperidine was used ... Reactants: CO, O=[N+]([O-])c1ccc2c(N3CCc4ccc(Cl)cc43)ncnc2c1, Cl. The product is ONc1ccc2c(N3CCc4ccc(Cl)cc43)ncnc2c1. RXN SMILES: [CH3:25][OH:26].[Cl:2][c:3]1[cH:4][cH:5][c:6]2[c:10]([cH:11]1)[N:9]([c:12]1[n:13][cH:14][n:15][c:16]3[cH:17][c:18]([N+:22](=[O:23])[O-:24])[cH:19][cH:20][c:21]13)[CH2:8][CH2:7]2.[ClH:1]>>[Cl:2][c:3]1[cH:4][cH:5][c:6]2[c:10]([cH:11]1)[N:9]([c:12]1[n:13][cH:14][n:15][c:16]3[cH:17][c:18]([NH:22][OH:23])[cH:19][cH:20][c:21]13)[CH2:8][CH2:7]2. Yields the product N1=CC(=CC=C1)C1=CC=NC=2N1N=CC2C(=O)OCCN(C)C (2-Dimethylaminoethyl 7-(3-pyridyl)pyrazolo[1,5-a]pyrimidine-3-carboxylate). Procedure: To a mixture of ethyl 7-(3-pyridyl)pyrazolo[1,5-a]pyrimidine-3-carboxylate in 2-dimethylamino ethanol is added sodium hydride. After the hydride is reacted the mixture is heated on a steam bath for 6 hours. The solvent is removed and the residue acidified with dilute acetic acid to give the product of the example. Starting materials: [H-].[Na+] (sodium hydride), N1=CC(=CC=C1)C1=CC=NC=2N1N=CC2C(=O)OCC (ethyl 7-(3-pyridyl)pyrazolo[1,5-a]pyrimidine-3-carboxylate), CN(CCO)C (2-dimethylamino ethanol), [H-] (hydride). RXN SMILES: [N:1]1[CH:6]=[CH:5][CH:4]=[C:3]([C:7]2[N:12]3[N:13]=[CH:14][C:15]([C:16]([O:18][CH2:19][CH3:20])=[O:17])=[C:11]3[N:10]=[CH:9][CH:8]=2)[CH:2]=1.[H-].[Na+].[H-].[CH3:24][N:25](C)[CH2:26]CO>>[N:1]1[CH:6]=[CH:5][CH:4]=[C:3]([C:7]2[N:12]3[N:13]=[CH:14][C:15]([C:16]([O:18][CH2:19][CH2:20][N:25]([CH3:26])[CH3:24])=[O:17])=[C:11]3[N:10]=[CH:9][CH:8]=2)[CH:2]=1 |f:1.2|. Reactants: ice water, C(C)(=O)O (acetic acid), [H-].[Na+] (Sodium hydride), CS(=O)(=O)N (MeSO2NH2), C1(CC1)COC=1C(=NC(=NC1)S(=O)(=O)C)C1=CN(C(C2=CC=CC=C12)=O)C (4-[5-(cyclopropylmethoxy)-2-methylsulfonylpyrimidin-4-yl]-2-methylisoquinolin-1-one). Reported procedure: Sodium hydride (0.93 g, 23.37 mmol, 60% in mineral oil) was added to MeSO2NH2 (2.22 g, 23.37 mmol) in dry DMF (30 mL) at 0° C. over 15 min. The mixture was stirred at 0° C. for 1 h and the title compound of step 5 (3.00 g, 7.79 mmol) was added. The mixture was heated at 60° C. for 6 h. After cooling, ice water was added and the pH was adjusted to 5 with acetic acid. The suspended solids were collected and washed with MTBE (50 mL) to afford the title compound (3 g, yield: 96.7%) as an off-white s... The solvent is CN(C)C=O (DMF). Yields the product C1(CC1)COC=1C(=NC(=NC1)NS(=O)(=O)C)C1=CN(C(C2=CC=CC=C12)=O)C (N-[5-(cyclopropylmethoxy)-4-(2-methyl-1-oxoisoquinolin-4-yl)pyrimidin-2-yl]methanesulfonamide). The yield is 96.2%. Reaction SMILES: [H-].[Na+].[CH3:3][S:4]([NH2:7])(=[O:6])=[O:5].[CH:8]1([CH2:11][O:12][C:13]2[C:14]([C:23]3[C:32]4[C:27](=[CH:28][CH:29]=[CH:30][CH:31]=4)[C:26](=[O:33])[N:25]([CH3:34])[CH:24]=3)=[N:15][C:16](S(C)(=O)=O)=[N:17][CH:18]=2)[CH2:10][CH2:9]1.C(O)(=O)C>CN(C=O)C>[CH:8]1([CH2:11][O:12][C:13]2[C:14]([C:23]3[C:32]4[C:27](=[CH:28][CH:29]=[CH:30][CH:31]=4)[C:26](=[O:33])[N:25]([CH3:34])[CH:24]=3)=[N:15][C:16]([NH:7][S:4]([CH3:3])(=[O:6])=[O:5])=[N:17][CH:18]=2)[CH2:9][CH2:10]1 |f:0.1|. Reaction conditions: temperature 0 celsius, time 1 hour. Reaction SMILES: [CH3:40][O:41][c:42]1[cH:43][c:44]([O:48][C:49]([F:50])([F:51])[F:52])[cH:45][cH:46][cH:47]1.[Cl:1][c:2]1[cH:3][c:4]2[c:8]([cH:9][cH:10]1)[NH:7][C:6](=[O:11])[C:5]2([CH2:12][C:13]([N:14]1[CH2:15][CH2:16][CH:17]([c:20]2[cH:21][cH:22][n:23][cH:24][cH:25]2)[CH2:18][CH2:19]1)=[O:26])[c:27]1[c:28]([O:33][CH3:34])[cH:29][cH:30][cH:31][cH:32]1.[S:35](=[O:36])(=[O:37])([Cl:38])[Cl:39]>>[Cl:1][c:2]1[cH:3][c:4]2[c:8]([cH:9][cH:10]1)[N:7]([S:35](=[O:36])(=[O:37])[c:45]1[c:44]([O:48][C:49]([F:50])([F:51])[F:52])[cH:43][c:42]([O:41][CH3:40])[cH:47][cH:46]1)[C:6](=[O:11])[C:5]2([CH2:12][C:13]([N:14]1[CH2:15][CH2:16][CH:17]([c:20]2[cH:21][cH:22][n:23][cH:24][cH:25]2)[CH2:18][CH2:19]1)=[O:26])[c:27]1[c:28]([O:33][CH3:34])[cH:29][cH:30][cH:31][cH:32]1. Starting materials: COc1cccc(OC(F)(F)F)c1, COc1ccccc1C1(CC(=O)N2CCC(c3ccncc3)CC2)C(=O)Nc2ccc(Cl)cc21, O=S(=O)(Cl)Cl. The product is COc1ccc(S(=O)(=O)N2C(=O)C(CC(=O)N3CCC(c4ccncc4)CC3)(c3ccccc3OC)c3cc(Cl)ccc32)c(OC(F)(F)F)c1. Starting materials: B, COC(=O)c1c(-c2ccccc2)c2cc(Br)ccc2c(=O)n1Cc1ccc(C(=O)O)cc1, C1CCOC1. The product is COC(=O)c1c(-c2ccccc2)c2cc(Br)ccc2c(=O)n1Cc1ccc(CO)cc1. Reaction SMILES: [BH3:33].[CH3:1][O:2][C:3](=[O:4])[c:5]1[n:6]([CH2:23][c:24]2[cH:25][cH:26][c:27]([C:30](=[O:31])[OH:32])[cH:28][cH:29]2)[c:7](=[O:22])[c:8]2[cH:9][cH:10][c:11]([Br:21])[cH:12][c:13]2[c:14]1-[c:15]1[cH:16][cH:17][cH:18][cH:19][cH:20]1.[O:34]1[CH2:35][CH2:36][CH2:37][CH2:38]1>>[CH3:1][O:2][C:3](=[O:4])[c:5]1[n:6]([CH2:23][c:24]2[cH:25][cH:26][c:27]([CH2:30][OH:31])[cH:28][cH:29]2)[c:7](=[O:22])[c:8]2[cH:9][cH:10][c:11]([Br:21])[cH:12][c:13]2[c:14]1-[c:15]1[cH:16][cH:17][cH:18][cH:19][cH:20]1. Starting materials: CS(C)=O, FC(F)(F)c1ccc(Cl)nc1, [K+], [OH-], O, COc1ccc(O)cn1. Yields the product COc1ccc(Oc2ccc(C(F)(F)F)cn2)cn1. As a reaction SMILES: [CH3:24][S:25](=[O:26])[CH3:27].[Cl:10][c:11]1[n:12][cH:13][c:14]([C:17]([F:18])([F:19])[F:20])[cH:15][cH:16]1.[K+:22].[OH-:21].[OH2:23].[OH:1][c:2]1[cH:3][cH:4][c:5]([O:8][CH3:9])[n:6][cH:7]1>>[O:1]([c:2]1[cH:3][cH:4][c:5]([O:8][CH3:9])[n:6][cH:7]1)[c:11]1[n:12][cH:13][c:14]([C:17]([F:18])([F:19])[F:20])[cH:15][cH:16]1.